From a dataset of the Open Reaction Database (ORD), a public repository of structured organic reaction records. describe an organic reaction: reactants, conditions, products, and yield The reactants are CCO, Cl, [K+], [OH-], O, CCOC(=O)c1ccc(NCCS(=O)(=O)O)cc1. Product: O=C(O)c1ccc(NCCS(=O)(=O)O)cc1. RXN SMILES: [CH3:21][CH2:22][OH:23].[ClH:24].[K+:20].[OH-:19].[OH2:25].[S:1](=[O:2])(=[O:3])([OH:4])[CH2:5][CH2:6][NH:7][c:8]1[cH:9][cH:10][c:11]([C:12](=[O:13])[O:14][CH2:15][CH3:16])[cH:17][cH:18]1>>[S:1](=[O:2])(=[O:3])([OH:4])[CH2:5][CH2:6][NH:7][c:8]1[cH:9][cH:10][c:11]([C:12](=[O:13])[OH:14])[cH:17][cH:18]1. Starting materials: C(C1=CC=CC=C1)(=S)O (thiobenzoic acid), C=C(C(=O)O)CCC(=O)O (2-methyleneglutaric acid), captioned product, C (charcoal). Reagents/catalysts: CN(C1=CC=NC=C1)C (4-dimethylaminopyridine). The solvent is CC(=O)C (acetone). Reaction conditions: temperature 60 celsius. Yields the product C(C1=CC=CC=C1)(=O)SCC(C(=O)O)CCC(=O)O (S-BENZOYL-2-MERCAPTOMETHYLGLUTARIC ACID). As a reaction SMILES: [C:1]([OH:9])(=[S:8])[C:2]1[CH:7]=[CH:6][CH:5]=[CH:4][CH:3]=1.[CH2:10]=[C:11]([CH2:15][CH2:16][C:17]([OH:19])=[O:18])[C:12]([OH:14])=[O:13].C>CC(C)=O.CN(C)C1C=CN=CC=1>[C:1]([S:8][CH2:10][CH:11]([CH2:15][CH2:16][C:17]([OH:19])=[O:18])[C:12]([OH:14])=[O:13])(=[O:9])[C:2]1[CH:7]=[CH:6][CH:5]=[CH:4][CH:3]=1. Reported procedure: To a cooled solution (5° C.) of thiobenzoic acid (5.5 g, 39.8 mmol) in acetone (75 mL), was added 2-methyleneglutaric acid (5.25 g, 36.4 mmol) with stirring. To the resulting solution, 4-dimethylaminopyridine (0.5 g, 4.1 mmol) was added and the solution was stirred for 5 hours at 5° C. The temperature was slowly raised to 60° C. and refluxed for 20 hours. The resulting solution was treated with activated charcoal (1 g) and filtered. The clear solution was evaporated to a thick liquid and cold di... The reactants are FC1=CC=C(C=C1)SC1=C(CO)C=CC=C1 (2-(4-fluorophenylthio)benzyl alcohol), S(=O)(Cl)Cl (thionyl chloride), ice, ice, C([O-])(O)=O.[Na+] (sodium bicarbonate). Run in C1=CC=CC=C1 (benzene). Reaction conditions: time 16 hour. Yields the product FC1=CC=C(C=C1)SC1=C(CCl)C=CC=C1 (2-(4-fluorophenylthio)benzyl chloride). RXN SMILES: S(Cl)([Cl:3])=O.[F:5][C:6]1[CH:11]=[CH:10][C:9]([S:12][C:13]2[CH:20]=[CH:19][CH:18]=[CH:17][C:14]=2[CH2:15]O)=[CH:8][CH:7]=1.C(=O)(O)[O-].[Na+]>C1C=CC=CC=1>[F:5][C:6]1[CH:11]=[CH:10][C:9]([S:12][C:13]2[CH:20]=[CH:19][CH:18]=[CH:17][C:14]=2[CH2:15][Cl:3])=[CH:8][CH:7]=1 |f:2.3|. Procedure: 8.5 g of thionyl chloride are added dropwise over a 10 minute span to a stirring mixture of 13.0 g of 2-(4-fluorophenylthio)benzyl alcohol in 80 ml of benzene at ambient temperature. After total addition, the reaction mixture is stirred for 16 hours before being carefully poured onto 350 ml of crushed ice containing 8 ml of sodium bicarbonate. The mixture is stirred until the ice melts. The layers separate and the benzene layer is successively washed twice with 40 ml portions of a half saturated...